From a dataset of the Open Reaction Database (ORD), a public repository of structured organic reaction records. describe an organic reaction: reactants, conditions, products, and yield Reactants: O[C@H](C)[C@@H]1[C@@H]2N(C(C([C@@H]2C)=O)C(=O)OCC2=CC=C(C=C2)[N+](=O)[O-])C1=O (4-nitrobenzyl (1R,5R,6S)-6-[(1R)-1-hydroxyethyl]-1-methyl-2-oxo-1-carbapenam-3-carboxylate), C1(=CC=CC=C1)P(=O)(C1=CC=CC=C1)Cl (diphenylphosphoryl chloride), C(C)(C)N(CC)C(C)C (diisopropylethylamine), C(C)(C)N(CC)C(C)C (diisopropylethylamine), FC(S(=O)(=O)O)(F)F.S[C@H]1C[C@H](N(C1)C)C(=O)N1CCN(CC1)C(=O)OCC1=CC=C(C=C1)[N+](=O)[O-] ((2S,4S)-4-mercapto-2-[4-(4-nitrobenzyloxycarbonyl)-1-piperazinylcarbonyl]-1-methylpyrrolidine trifluoromethanesulfonate). Solvent: C(C)#N (acetonitrile), C(C)#N (acetonitrile). Reaction conditions: time 1 hour. The product is [N+](=O)([O-])C1=CC=C(COC(=O)N2CCN(CC2)C(=O)[C@H]2N(C[C@H](C2)SC=2[C@@H]([C@H]3N(C2C(=O)OCC2=CC=C(C=C2)[N+](=O)[O-])C([C@@H]3[C@@H](C)O)=O)C)C)C=C1 (4-Nitrobenzyl (1R,5S,6S)-2-[(2S,4S)-2-[4-(4-nitrobenzyloxycarbonyl)-1-piperazinylcarbonyl]-1methylpyrrolidin-4-ylthio]-6-[(1R)-1-hydroxyethyl]-1-methyl-1-carbapen-2-em-3-carboxylate). The yield is 39.2%. As a reaction SMILES: C1(P(Cl)(C2C=CC=CC=2)=O)C=CC=CC=1.C(N(C(C)C)CC)(C)C.[OH:25][C@@H:26]([C@H:28]1[C:49](=[O:50])[N:30]2[CH:31]([C:36]([O:38][CH2:39][C:40]3[CH:45]=[CH:44][C:43]([N+:46]([O-:48])=[O:47])=[CH:42][CH:41]=3)=[O:37])[C:32](=O)[C@H:33]([CH3:34])[C@H:29]12)[CH3:27].FC(F)(F)S(O)(=O)=O.[SH:59][C@@H:60]1[CH2:64][N:63]([CH3:65])[C@H:62]([C:66]([N:68]2[CH2:73][CH2:72][N:71]([C:74]([O:76][CH2:77][C:78]3[CH:83]=[CH:82][C:81]([N+:84]([O-:86])=[O:85])=[CH:80][CH:79]=3)=[O:75])[CH2:70][CH2:69]2)=[O:67])[CH2:61]1>C(#N)C>[N+:84]([C:81]1[CH:82]=[CH:83][C:78]([CH2:77][O:76][C:74]([N:71]2[CH2:72][CH2:73][N:68]([C:66]([C@@H:62]3[CH2:61][C@H:60]([S:59][C:32]4[C@H:33]([CH3:34])[C@@H:29]5[C@@H:28]([C@H:26]([OH:25])[CH3:27])[C:49](=[O:50])[N:30]5[C:31]=4[C:36]([O:38][CH2:39][C:40]4[CH:41]=[CH:42][C:43]([N+:46]([O-:48])=[O:47])=[CH:44][CH:45]=4)=[O:37])[CH2:64][N:63]3[CH3:65])=[O:67])[CH2:69][CH2:70]2)=[O:75])=[CH:79][CH:80]=1)([O-:86])=[O:85] |f:3.4|. Reported procedure: 7.0 g of diphenylphosphoryl chloride and 3.4 g of diisopropylethylamine were added dropwise, whilst ice-cooling, to a solution of 8.6 g of 4-nitrobenzyl (1R,5R,6S)-6-[(1R)-1-hydroxyethyl]-1-methyl-2-oxo-1-carbapenam-3-carboxylate in 120 ml of dry acetonitrile, and the resulting mixture was stirred at the same temperature for 1 hour. 6.7 g of diisopropylethylamine and a solution of 13.8 g of (2S,4S)-4-mercapto-2-[4-(4-nitrobenzyloxycarbonyl)-1-piperazinylcarbonyl]-1-methylpyrrolidine trifluoromet... The reactants are OCC=1SC(=CC1)SCCCC (2-Hydroxymethyl-5-butylthiothiophene), P(Br)(Br)Br (phosphorus tribromide). The solvent is C(C)OCC (ethyl ether), C(C)OCC (ethyl ether). Conditions: time 4 hour. The product is BrCC=1SC(=CC1)SCCCC (2-Bromomethyl-5-butylthiothiophene). As a reaction SMILES: O[CH2:2][C:3]1[S:4][C:5]([S:8][CH2:9][CH2:10][CH2:11][CH3:12])=[CH:6][CH:7]=1.P(Br)(Br)[Br:14]>C(OCC)C>[Br:14][CH2:2][C:3]1[S:4][C:5]([S:8][CH2:9][CH2:10][CH2:11][CH3:12])=[CH:6][CH:7]=1. Reported procedure: A solution of crude 46 (55.4 g, 0.274 mol) in anhydrous ethyl ether (70 mL) was added dropwise to a solution of phosphorus tribromide (12.9 mL, 0.137 mol) in anhydrous ethyl ether (300 mL) at 0° C. After addition was complete, the mixture was allowed to warm slowly to room temperature and stirred for 4 hours under nitrogen. The mixture was then extracted with ethyl ether (3×150 mL). The combined organic solution was washed with brine and dried (MgSO4). MgSO4 was removed by filtration and the cru... Starting materials: O=C1CCC(=O)N1Br, CCCCCC, COC(=O)COc1cccc2c(CCO)coc12, c1ccc(P(c2ccccc2)c2ccccc2)cc1. Product: COC(=O)COc1cccc2c(CCBr)coc12. Reaction SMILES: [Br:38][N:39]1[C:40](=[O:41])[CH2:42][CH2:43][C:44]1=[O:45].[CH3:46][CH2:47][CH2:48][CH2:49][CH2:50][CH3:51].[OH:1][CH2:2][CH2:3][c:4]1[cH:5][o:6][c:7]2[c:8]1[cH:9][cH:10][cH:11][c:12]2[O:13][CH2:14][C:15](=[O:16])[O:17][CH3:18].[c:19]1([P:20]([c:21]2[cH:22][cH:23][cH:24][cH:25][cH:26]2)[c:27]2[cH:28][cH:29][cH:30][cH:31][cH:32]2)[cH:33][cH:34][cH:35][cH:36][cH:37]1>>[CH2:2]([CH2:3][c:4]1[cH:5][o:6][c:7]2[c:8]1[cH:9][cH:10][cH:11][c:12]2[O:13][CH2:14][C:15](=[O:16])[O:17][CH3:18])[Br:38]. Reactants: C=CC1CC1(NC(=O)OC(C)(C)C)C(=O)OCC, C1CCOC1, CC(=O)[O-], B1C2CCCC1CCC2, [Na+], OO. Yields the product CCOC(=O)C1(NC(=O)OC(C)(C)C)CC1CCO. Reaction SMILES: [C:1]([CH3:2])([CH3:3])([CH3:4])[O:5][C:6](=[O:7])[NH:8][C:9]1([C:14](=[O:15])[O:16][CH2:17][CH3:18])[CH:10]([CH:12]=[CH2:13])[CH2:11]1.[CH2:35]1[O:36][CH2:37][CH2:38][CH2:39]1.[CH3:29][C:30]([O-:31])=[O:32].[CH:19]12[CH2:20][CH2:21][CH2:22][CH:23]([BH:24]1)[CH2:25][CH2:26][CH2:27]2.[Na+:28].[OH:33][OH:34]>>[C:1]([CH3:2])([CH3:3])([CH3:4])[O:5][C:6](=[O:7])[NH:8][C:9]1([C:14](=[O:15])[O:16][CH2:17][CH3:18])[CH:10]([CH2:12][CH2:13][OH:31])[CH2:11]1.